This data is from the Open Reaction Database (ORD), a public repository of structured organic reaction records. The task is: describe an organic reaction: reactants, conditions, products, and yield The reactants are Cl.CC1=CC(=C2NC=C(CCN)C2=C1)Br (5-methyl-7-bromotryptamine hydrochloride), Cl.CC1=C(C=CC(=C1)C)NN (2,4-dimethylphenylhydrazine hydrochloride). Yields the product Cl.CC1=CC(=C2NC=C(CCN)C2=C1)C (5,7-Dimethyltryptamine hydrochloride). As a reaction SMILES: [ClH:1].[CH3:2][C:3]1[CH:14]=[C:13]2[C:6]([NH:7][CH:8]=[C:9]2[CH2:10][CH2:11][NH2:12])=[C:5](Br)[CH:4]=1.Cl.[CH3:17]C1C=C(C)C=CC=1NN>>[ClH:1].[CH3:2][C:3]1[CH:14]=[C:13]2[C:6]([NH:7][CH:8]=[C:9]2[CH2:10][CH2:11][NH2:12])=[C:5]([CH3:17])[CH:4]=1 |f:0.1,2.3,4.5|. Procedure: 5,7-Dimethyltryptamine hydrochloride was prepared (2.86 g) as described for 5-methyl-7-bromotryptamine hydrochloride in Example 4, except using 2,4-dimethylphenylhydrazine hydrochloride (15.0 g) as starting material. ##STR51##